describe an organic reaction: reactants, conditions, products, and yield From a dataset of the Open Reaction Database (ORD), a public repository of structured organic reaction records. The reactants are OS(=O)(=O)[O-].[K+] (KHSO4), C(C)(C)(C)OC(CCN(CC(=O)OC)C1=CC(=C(C=C1)Cl)Cl)=O (3-[(3,4-dichloro-phenyl)-methoxycarbonylmethyl-amino]-propionic acid tert-butyl ester), [Li+].[BH4-] (LiBH4), [Li+].[BH4-] (LiBH4). Run at temperature 0 celsius, time 15 hour. Yields the product C(C)(C)(C)OC(CCN(CCO)C1=CC(=C(C=C1)Cl)Cl)=O (3-[(3,4-Dichloro-phenyl)-(2-hydroxy-ethyl)-amino]-propionic acid tert-butyl ester). The yield is 85.4%. As a reaction SMILES: [C:1]([O:5][C:6](=[O:23])[CH2:7][CH2:8][N:9]([C:15]1[CH:20]=[CH:19][C:18]([Cl:21])=[C:17]([Cl:22])[CH:16]=1)[CH2:10][C:11](OC)=[O:12])([CH3:4])([CH3:3])[CH3:2].[Li+].[BH4-].OS([O-])(=O)=O.[K+]>>[C:1]([O:5][C:6](=[O:23])[CH2:7][CH2:8][N:9]([C:15]1[CH:20]=[CH:19][C:18]([Cl:21])=[C:17]([Cl:22])[CH:16]=1)[CH2:10][CH2:11][OH:12])([CH3:4])([CH3:2])[CH3:3] |f:1.2,3.4|. Reported procedure: A solution of 7.76 g (21.43 mmol) of 3-[(3,4-dichloro-phenyl)-methoxycarbonylmethyl-amino]-propionic acid tert-butyl ester in 250 ml of ETOH was treated at 0° C. with 0.98 g (42.86 mmol) of LiBH4. The reaction was stirred 10 min at 0° C. and 15 h at RT. After cooling (0° C.) a second batch of 0.49 g (21.43 mmol) of LiBH4 was added and stirred 6 h at RT. The reaction was cooled (0° C.), neutralized with aq. 10% KHSO4 solution and extracted with EtOAc (3×). The organic phase was dried over Na2SO4 ...